This data is from the Open Reaction Database (ORD), a public repository of structured organic reaction records. The task is: describe an organic reaction: reactants, conditions, products, and yield The reactants are CCCC(C)=O, O=Cc1ccccc1, [Na+], [OH-]. The product is CCCC(=O)CCc1ccccc1. As a reaction SMILES: [CH3:9][C:10]([CH2:11][CH2:12][CH3:13])=[O:14].[CH:1](=[O:2])[c:3]1[cH:4][cH:5][cH:6][cH:7][cH:8]1.[Na+:16].[OH-:15]>>[CH2:1]([c:3]1[cH:4][cH:5][cH:6][cH:7][cH:8]1)[CH2:9][C:10]([CH2:11][CH2:12][CH3:13])=[O:14]. Reactants: O=C1CCN(CC1)C(=O)OCC (ethyl 4-oxo-1-piperidinecarboxylate), C(C1=CC=CC=C1)OC1=CC=C(C=C1)NN (4-(benzyloxy)-phenyl hydrazine). The solvent is C(C)O (ethanol). Conditions: temperature 0 celsius. Yields the product C1(=CC=CC=C1)COC1=CC=2C3=C(NC2C=C1)CCN(C3)C(=O)OCC (ethyl 1,3,4,5-tetrahydro-8-(phenylmethoxy)-2H-pyrido[4,3-b] indole-2-carboxylate). Yield: 63.3%. As a reaction SMILES: O=[C:2]1[CH2:7][CH2:6][N:5]([C:8]([O:10][CH2:11][CH3:12])=[O:9])[CH2:4][CH2:3]1.[CH2:13]([O:20][C:21]1[CH:26]=[CH:25][C:24]([NH:27]N)=[CH:23][CH:22]=1)[C:14]1[CH:19]=[CH:18][CH:17]=[CH:16][CH:15]=1>C(O)C>[C:14]1([CH2:13][O:20][C:21]2[CH:26]=[CH:25][C:24]3[NH:27][C:2]4[CH2:7][CH2:6][N:5]([C:8]([O:10][CH2:11][CH3:12])=[O:9])[CH2:4][C:3]=4[C:23]=3[CH:22]=2)[CH:15]=[CH:16][CH:17]=[CH:18][CH:19]=1. Reported procedure: A mixture of ethyl 4-oxo-1-piperidinecarboxylate (0.23 mol ) and 4-(benzyloxy)-phenyl hydrazine (0.23 mol) in ethanol (400 ml) was stirred and refluxed for 5 hours . The reaction mixture was stirred overnight at room temperature. The solid was filtered off and washed on filter with H2O/2-propanol (200 ml). The precipitate was dissolved in CHCl3 (300 ml), washed with water (2×50 ml), dried, filtered and the solvent was evaporated. The residue was crystallized from CH3CN (300 ml) and cooled to 0° ... The reactants are ClCCCC(=O)NC1CCCOC2=C1C=CC=C2 (5-(4-chlorobutyrylamino)-2,3,4,5-tetrahydro-1-benzoxepine), O(C1=CC=CC=C1)C1=CC=C(C=C1)C=1CCNCC1 (4-(4-phenoxyphenyl)-1,2,3,6-tetrahydropyridine). Yields the product O(C1=CC=CC=C1)C1=CC=C(C=C1)C=1CCN(CC1)CCCC(=O)NC1CCCOC2=C1C=CC=C2 (5-[4-(4-(4-phenoxyphenyl)-1,2,3,6-tetrahydropyridine-1-yl)butyrylamino]-2,3,4,5-tetrahydro-1-benzoxepine). As a reaction SMILES: Cl[CH2:2][CH2:3][CH2:4][C:5]([NH:7][CH:8]1[C:14]2[CH:15]=[CH:16][CH:17]=[CH:18][C:13]=2[O:12][CH2:11][CH2:10][CH2:9]1)=[O:6].[O:19]([C:26]1[CH:31]=[CH:30][C:29]([C:32]2[CH2:33][CH2:34][NH:35][CH2:36][CH:37]=2)=[CH:28][CH:27]=1)[C:20]1[CH:25]=[CH:24][CH:23]=[CH:22][CH:21]=1>>[O:19]([C:26]1[CH:31]=[CH:30][C:29]([C:32]2[CH2:37][CH2:36][N:35]([CH2:2][CH2:3][CH2:4][C:5]([NH:7][CH:8]3[C:14]4[CH:15]=[CH:16][CH:17]=[CH:18][C:13]=4[O:12][CH2:11][CH2:10][CH2:9]3)=[O:6])[CH2:34][CH:33]=2)=[CH:28][CH:27]=1)[C:20]1[CH:21]=[CH:22][CH:23]=[CH:24][CH:25]=1. Procedure: The compound (9) synthesized in Reference Example 9 and the compound (3) synthesized in Reference Example 3 were used to produce the above compound in the same way as Example 1. The reactants are C(C)OC(CC1OCCC2=CC=CC=C12)=O ((±)-isochroman-1-yl-acetic acid ethyl ester). The solvent is [OH-].[Na+] (NaOH), C1CCOC1 (THF), CO (MeOH). Conditions: time 2 hour. Yields the product C1(OCCC2=CC=CC=C12)CC(=O)O ((±)-Isochroman-1-yl-acetic acid). As a reaction SMILES: C([O:3][C:4](=[O:16])[CH2:5][CH:6]1[C:15]2[C:10](=[CH:11][CH:12]=[CH:13][CH:14]=2)[CH2:9][CH2:8][O:7]1)C>C1COCC1.CO.[OH-].[Na+]>[CH:6]1([CH2:5][C:4]([OH:16])=[O:3])[C:15]2[C:10](=[CH:11][CH:12]=[CH:13][CH:14]=2)[CH2:9][CH2:8][O:7]1 |f:3.4|. Procedure: To a solution of (±)-isochroman-1-yl-acetic acid ethyl ester (1.90 g, 8.63 mmol, 1 eq.) in THF (40 mL) and MeOH (10 mL), 1M aq. NaOH soln. (17.3 mL, 17.3 mmol, 2 eq.) was added. The pale yellow solution was stirred at r.t. for 2 hours, then the organic solvents were removed in vacuo. The aq. layer was washed with AcOEt (1×10 mL). The aq. layer was acidified with 1N aq. HCl (pH=1). The resulting emulsion was extracted with DCM (3×25 mL). The comb. org. phases were dried over MgSO4 and concentrate... RXN SMILES: [Br:39][c:40]1[c:41]([CH:46]([CH3:47])[NH2:48])[cH:42][cH:43][cH:44][cH:45]1.[C:1]([CH3:2])([CH3:3])([CH3:4])[O:5][C:6](=[O:7])[NH:8][c:9]1[cH:10][cH:11][c:12]([S:15][c:16]2[c:17]([NH:25][c:26]3[c:27]4[c:28]([n:29][cH:30][n:31]3)[n:32][c:33]([CH:36]([CH3:37])[CH3:38])[cH:34][cH:35]4)[cH:18][c:19]([C:20](=[O:21])[OH:22])[cH:23][cH:24]2)[cH:13][cH:14]1>>[C:1]([CH3:2])([CH3:3])([CH3:4])[O:5][C:6](=[O:7])[NH:8][c:9]1[cH:10][cH:11][c:12]([S:15][c:16]2[c:17]([NH:25][c:26]3[c:27]4[c:28]([n:29][cH:30][n:31]3)[n:32][c:33]([CH:36]([CH3:37])[CH3:38])[cH:34][cH:35]4)[cH:18][c:19]([C:20](=[O:21])[NH:48][CH:46]([c:41]3[c:40]([Br:39])[cH:45][cH:44][cH:43][cH:42]3)[CH3:47])[cH:23][cH:24]2)[cH:13][cH:14]1. Yields the product CC(C)c1ccc2c(Nc3cc(C(=O)NC(C)c4ccccc4Br)ccc3Sc3ccc(NC(=O)OC(C)(C)C)cc3)ncnc2n1. The reactants are CC(N)c1ccccc1Br, CC(C)c1ccc2c(Nc3cc(C(=O)O)ccc3Sc3ccc(NC(=O)OC(C)(C)C)cc3)ncnc2n1.